This data is from the Open Reaction Database (ORD), a public repository of structured organic reaction records. The task is: describe an organic reaction: reactants, conditions, products, and yield The reactants are COCCOC, CS(=O)c1nc(N)nc(-c2cccc(F)c2)c1C#N, NCc1ccccn1. The product is N#Cc1c(NCc2ccccn2)nc(N)nc1-c1cccc(F)c1. As a reaction SMILES: [CH3:28][O:29][CH2:30][CH2:31][O:32][CH3:33].[NH2:1][c:2]1[n:3][c:4]([S:17]([CH3:18])=[O:19])[c:5]([C:15]#[N:16])[c:6](-[c:8]2[cH:9][c:10]([F:14])[cH:11][cH:12][cH:13]2)[n:7]1.[c:20]1([CH2:26][NH2:27])[cH:21][cH:22][cH:23][cH:24][n:25]1>>[NH2:1][c:2]1[n:3][c:4]([NH:27][CH2:26][c:20]2[cH:21][cH:22][cH:23][cH:24][n:25]2)[c:5]([C:15]#[N:16])[c:6](-[c:8]2[cH:9][c:10]([F:14])[cH:11][cH:12][cH:13]2)[n:7]1.